From a dataset of the Open Reaction Database (ORD), a public repository of structured organic reaction records. describe an organic reaction: reactants, conditions, products, and yield Starting materials: FC(C=1C=C(C=C(C1)C(F)(F)F)[C@@H]1[C@H]2N(C(O1)=O)[C@@H](CC2)C2=C(C=CC(=C2)C(F)(F)F)C=2C=C(C=NC2OC)C2=C(C=C(C(=O)OC(C)(C)C)C=C2)C)(F)F (tert-butyl 4-{5-[2-{(1R,5S,7aS)-1-[3,5-bis(trifluoromethyl)phenyl]-3-oxotetrahydro-1H-pyrrolo[1,2-c][1,3]oxazol-5-yl}-4-(trifluoromethyl)phenyl]-6-methoxypyridin-3-yl}-3-methylbenzoate). The solvent is ClCCl.C(=O)(C(F)(F)F)O (dichloromethane TFA). Run at time 8 hour. Yields the product FC(C=1C=C(C=C(C1)C(F)(F)F)[C@@H]1[C@H]2N(C(O1)=O)[C@@H](CC2)C2=C(C=CC(=C2)C(F)(F)F)C=2C=C(C=NC2OC)C2=C(C=C(C(=O)O)C=C2)C)(F)F (4-{5-[2-{(1R,5S,7aS)-1-[3,5-bis(trifluoromethyl)phenyl]-3-oxotetrahydro-1H-pyrrolo[1,2-c][1,3]oxazol-5-yl}-4-(trifluoromethyl)phenyl]-6-methoxypyridin-3-yl}-3-methylbenzoic acid). Yield: 72.7%. As a reaction SMILES: [F:1][C:2]([F:55])([F:54])[C:3]1[CH:4]=[C:5]([C@H:13]2[O:17][C:16](=[O:18])[N:15]3[C@H:19]([C:22]4[CH:27]=[C:26]([C:28]([F:31])([F:30])[F:29])[CH:25]=[CH:24][C:23]=4[C:32]4[CH:33]=[C:34]([C:40]5[CH:52]=[CH:51][C:43]([C:44]([O:46]C(C)(C)C)=[O:45])=[CH:42][C:41]=5[CH3:53])[CH:35]=[N:36][C:37]=4[O:38][CH3:39])[CH2:20][CH2:21][C@@H:14]23)[CH:6]=[C:7]([C:9]([F:12])([F:11])[F:10])[CH:8]=1>ClCCl.C(O)(C(F)(F)F)=O>[F:55][C:2]([F:1])([F:54])[C:3]1[CH:4]=[C:5]([C@H:13]2[O:17][C:16](=[O:18])[N:15]3[C@H:19]([C:22]4[CH:27]=[C:26]([C:28]([F:29])([F:30])[F:31])[CH:25]=[CH:24][C:23]=4[C:32]4[CH:33]=[C:34]([C:40]5[CH:52]=[CH:51][C:43]([C:44]([OH:46])=[O:45])=[CH:42][C:41]=5[CH3:53])[CH:35]=[N:36][C:37]=4[O:38][CH3:39])[CH2:20][CH2:21][C@@H:14]23)[CH:6]=[C:7]([C:9]([F:12])([F:11])[F:10])[CH:8]=1 |f:1.2|. Reported procedure: To tert-butyl 4-{5-[2-{(1R,5S,7aS)-1-[3,5-bis(trifluoromethyl)phenyl]-3-oxotetrahydro-1H-pyrrolo[1,2-c][1,3]oxazol-5-yl}-4-(trifluoromethyl)phenyl]-6-methoxypyridin-3-yl}-3-methylbenzoate (1 g, 1.28 mmol) was added dichloromethane:TFA (9:1, 10 mL). The reaction was stirred overnight at room temperature. Upon completion the solvent was removed under reduced pressure and the resultant residue was redissolved in acetonitrile for direct purification by reverse phase HPLC to yield 4-{5-[2-{(1R,5S,7aS...